This data is from the Open Reaction Database (ORD), a public repository of structured organic reaction records. The task is: describe an organic reaction: reactants, conditions, products, and yield Reaction SMILES: [CH3:1][N:2]([C@H:10]1[CH2:13][C@H:12]([O:14][C:15]2[C:16]3[C:30]([C:31]4[CH:32]=[N:33][CH:34]=[CH:35][CH:36]=4)=[CH:29][N:28](COCC[Si](C)(C)C)[C:17]=3[N:18]=[C:19]([NH:21][C:22]3[CH:23]=[N:24][N:25]([CH3:27])[CH:26]=3)[N:20]=2)[CH2:11]1)C(=O)OC(C)(C)C.C(O)(C(F)(F)F)=O.O.C([O-])([O-])=O.[K+].[K+]>C(Cl)Cl.CO>[CH3:1][NH:2][C@H:10]1[CH2:13][C@H:12]([O:14][C:15]2[C:16]3[C:30]([C:31]4[CH:32]=[N:33][CH:34]=[CH:35][CH:36]=4)=[CH:29][NH:28][C:17]=3[N:18]=[C:19]([NH:21][C:22]3[CH:23]=[N:24][N:25]([CH3:27])[CH:26]=3)[N:20]=2)[CH2:11]1 |f:3.4.5|. Reactants: CN(C(OC(C)(C)C)=O)[C@@H]1C[C@H](C1)OC=1C2=C(N=C(N1)NC=1C=NN(C1)C)N(C=C2C=2C=NC=CC2)COCC[Si](C)(C)C (tert-butyl methyl{trans-3-[(2-[(1-methyl-1H-pyrazol-4-yl)amino]-5-(pyridin-3-yl)-7-{[2-(trimethylsilyl)ethoxy]methyl}-7H-pyrrolo[2,3-d]pyrimidin-4-yl)oxy]cyclobutyl}carbamate), C(=O)(C(F)(F)F)O (TFA), O (Water), C(=O)([O-])[O-].[K+].[K+] (K2CO3). Conditions: time 20 hour. Yields the product CN[C@@H]1C[C@H](C1)OC=1C2=C(N=C(N1)NC=1C=NN(C1)C)NC=C2C=2C=NC=CC2 (4-{[trans-3-(methylamino)cyclobutyl]oxy}-N-(1-methyl-1H-pyrazol-4-yl)-5-(pyridin-3-yl)-7H-pyrrolo[2,3-d]pyrimidin-2-amine). Reported procedure: To a solution of tert-butyl methyl{trans-3-[(2-[(1-methyl-1H-pyrazol-4-yl)amino]-5-(pyridin-3-yl)-7-{[2-(trimethylsilyl)ethoxy]methyl}-7H-pyrrolo[2,3-d]pyrimidin-4-yl)oxy]cyclobutyl}carbamate (250 mg, 0.4 mmol) in DCM (10 mL) was added TFA (0.33 mL). The reaction solution was stirred at ambient temperature for 20 hrs. The volatiles were removed in vacuo to give a residue, which was dissolved in methanol (8 mL). Water (4 mL) and solid K2CO3 (223 mg) were added, and the mixture was stirred at ambi... The solvent is C(Cl)Cl (DCM), CO (methanol).